This data is from the Open Reaction Database (ORD), a public repository of structured organic reaction records. The task is: describe an organic reaction: reactants, conditions, products, and yield As a reaction SMILES: [C:14]([n:15]1[cH:16][cH:17][n:18][cH:19]1)([n:20]1[cH:21][cH:22][n:23][cH:24]1)=[O:25].[CH2:42]([Li:43])[CH2:44][CH2:45][CH3:46].[CH3:1][n:2]1[cH:3][c:4]([C:11](=[O:12])[OH:13])[c:5]2[cH:6][cH:7][cH:8][cH:9][c:10]12.[CH3:36][CH2:37][CH2:38][CH2:39][CH2:40][CH3:41].[N:26]12[CH2:27][CH2:28][CH2:29][C:30]([CH2:34][OH:35])([CH2:31][CH2:32]1)[CH2:33]2.[O:47]1[CH2:48][CH2:49][CH2:50][CH2:51]1>>[CH3:1][n:2]1[cH:3][c:4]([C:11]([O:12][CH2:34][C:30]23[CH2:29][CH2:28][CH2:27][N:26]([CH2:32][CH2:31]2)[CH2:33]3)=[O:13])[c:5]2[cH:6][cH:7][cH:8][cH:9][c:10]12. Yields the product Cn1cc(C(=O)OCC23CCCN(CC2)C3)c2ccccc21. The reactants are O=C(n1ccnc1)n1ccnc1, [Li]CCCC, Cn1cc(C(=O)O)c2ccccc21, CCCCCC, OCC12CCCN(CC1)C2, C1CCOC1. Reactants: C1(CC1)N(C(CCC(=O)OC1C(C(C(C(O1)C(=O)OCC1=CC=CC=C1)O)O)O)=O)[C@@H]1[C@H]2[C@@H](N(C=3C=CC(=CC13)F)C(C1=CC=C(C=C1)OC(F)(F)F)=O)CCC2 (benzyl 6-((4-(cyclopropyl((3aS,9R,9aR)-7-fluoro-4-(4-(trifluoromethoxy)benzoyl)-2,3,3a,4,9,9a-hexahydro-1H-cyclopenta[b]quinolin-9-yl)amino)-4-oxobutanoyl)oxy)-3,4,5-trihydroxytetrahydro-2H-pyran-2-carboxylate), C1=CC=CCC1 (cyclohexadiene). Reagents/catalysts: [Pd] (Palladium on carbon). Run in C(C)(C)O (isopropanol), C1(CCCC1)OC (cyclopentylmethyl ether). Run at temperature 60 celsius, time 1 hour. Product: C1(CC1)N(C(CCC(=O)OC1C(C(C(C(O1)C(=O)O)O)O)O)=O)[C@@H]1[C@H]2[C@@H](N(C=3C=CC(=CC13)F)C(C1=CC=C(C=C1)OC(F)(F)F)=O)CCC2 (6-((4-(cyclopropyl((3aS,9R,9aR)-7-fluoro-4-(4-(trifluoromethoxy)benzoyl)-2,3,3a,4,9,9a-hexahydro-1H-cyclopenta[b]quinolin-9-yl)amino)-4-oxobutanoyl)oxy)-3,4,5-trihydroxytetrahydro-2H-pyran-2-carboxylic acid). Yield: 67.9%. Reaction SMILES: [CH:1]1([N:4]([C@H:31]2[C:40]3[CH:39]=[C:38]([F:41])[CH:37]=[CH:36][C:35]=3[N:34]([C:42](=[O:54])[C:43]3[CH:48]=[CH:47][C:46]([O:49][C:50]([F:53])([F:52])[F:51])=[CH:45][CH:44]=3)[C@H:33]3[CH2:55][CH2:56][CH2:57][C@@H:32]23)[C:5](=[O:30])[CH2:6][CH2:7][C:8]([O:10][CH:11]2[O:16][CH:15]([C:17]([O:19]CC3C=CC=CC=3)=[O:18])[CH:14]([OH:27])[CH:13]([OH:28])[CH:12]2[OH:29])=[O:9])[CH2:3][CH2:2]1.C1CCC=CC=1>[Pd].C(O)(C)C.C1(OC)CCCC1>[CH:1]1([N:4]([C@H:31]2[C:40]3[CH:39]=[C:38]([F:41])[CH:37]=[CH:36][C:35]=3[N:34]([C:42](=[O:54])[C:43]3[CH:44]=[CH:45][C:46]([O:49][C:50]([F:51])([F:53])[F:52])=[CH:47][CH:48]=3)[C@H:33]3[CH2:55][CH2:56][CH2:57][C@@H:32]23)[C:5](=[O:30])[CH2:6][CH2:7][C:8]([O:10][CH:11]2[O:16][CH:15]([C:17]([OH:19])=[O:18])[CH:14]([OH:27])[CH:13]([OH:28])[CH:12]2[OH:29])=[O:9])[CH2:3][CH2:2]1. Procedure: Palladium on carbon (80 mg, 0.752 mmol) was added to a stirred mixture of benzyl 6-((4-(cyclopropyl((3aS,9R,9aR)-7-fluoro-4-(4-(trifluoromethoxy)benzoyl)-2,3,3a,4,9,9a-hexahydro-1H-cyclopenta[b]quinolin-9-yl)amino)-4-oxobutanoyl)oxy)-3,4,5-trihydroxytetrahydro-2H-pyran-2-carboxylate (0.23 g, 0.29 mmol) and cyclohexadiene (1.5 mL, 0.293 mmol) in isopropanol (7.5 mL) and cyclopentylmethyl ether (7.50 mL) and the mixture was stirred at 60° C. for 1 h. The mixture was filtered through a Celite® pad ... The reactants are [Br-], CC(=O)c1ccc2c(-c3ccc(F)c(-c4ccccc4C#N)c3)ccnc2n1, C1CCOC1, C[Mg+], [Cl-], [NH4+]. Yields the product CC(C)(O)c1ccc2c(-c3ccc(F)c(-c4ccccc4C#N)c3)ccnc2n1. As a reaction SMILES: [Br-:29].[C:1]([CH3:2])(=[O:3])[c:4]1[cH:5][cH:6][c:7]2[c:8](-[c:14]3[cH:15][cH:16][c:17]([F:28])[c:18](-[c:20]4[c:21]([C:26]#[N:27])[cH:22][cH:23][cH:24][cH:25]4)[cH:19]3)[cH:9][cH:10][n:11][c:12]2[n:13]1.[CH2:34]1[O:35][CH2:36][CH2:37][CH2:38]1.[CH3:30][Mg+:31].[Cl-:32].[NH4+:33]>>[C:1]([CH3:2])([OH:3])([c:4]1[cH:5][cH:6][c:7]2[c:8](-[c:14]3[cH:15][cH:16][c:17]([F:28])[c:18](-[c:20]4[c:21]([C:26]#[N:27])[cH:22][cH:23][cH:24][cH:25]4)[cH:19]3)[cH:9][cH:10][n:11][c:12]2[n:13]1)[CH3:30]. The reactants are C(C)(C)(C)OC(=O)N[C@@H](CC1CCCCC1)[C@@H]1CCC(O1)=O ((5S)-5-[(1S)-1-(N-t-butoxycarbonylamino)-2-cyclohexylethyl]dihydrofuran-2(3H)-one), C(C)N (ethylamine). Solvent: C(C)OCC (diethyl ether), CO (methanol). Reaction conditions: time 8 hour. Yields the product C(C)(C)(C)OC(=O)N[C@H]([C@H](C[C@H](C(=O)NCC)C(C)(C)O)O)CC1CCCCC1 ((2S, 4S, 5S)-5-(t-Butoxycarbonylamino)-6-cyclohexyl-4-hydroxy-2-(1-hydroxy-1-methylethyl)-N-ethylhexanamide). Reaction SMILES: [C:1]([O:5][C:6]([NH:8][C@H:9]([C@H:17]1[O:21][C:20](=[O:22])[CH2:19][CH2:18]1)[CH2:10][CH:11]1[CH2:16][CH2:15][CH2:14][CH2:13][CH2:12]1)=[O:7])([CH3:4])([CH3:3])[CH3:2].[CH2:23]([NH2:25])[CH3:24]>CO.C(OCC)C>[C:1]([O:5][C:6]([NH:8][C@@H:9]([CH2:10][CH:11]1[CH2:16][CH2:15][CH2:14][CH2:13][CH2:12]1)[C@@H:17]([OH:21])[CH2:18][C@@H:19]([C:1]([OH:5])([CH3:3])[CH3:2])[C:20]([NH:25][CH2:23][CH3:24])=[O:22])=[O:7])([CH3:4])([CH3:3])[CH3:2]. Procedure: A solution of 400 mg (1.08 mmoles) of (5S)-5-[(1S)-1-(N-t-butoxycarbonylamino)-2-cyclohexylethyl]dihydrofuran-2(3H)-one (prepared as described in Preparation 5) in 20 ml of methanol was saturated with ethylamine. After it had been allowed to stand at room temperature overnight, the reaction mixture was concentrated by evaporation under reduced pressure, and the residue obtained, as an oily substance was dissolved in warm diethyl ether. The solution was then allowed to stand, and the needle-like ... Reactants: C(=O)NC1[C@@H]2N(C(=C(CS2)C#C)C(=O)OC(C2=CC=CC=C2)C2=CC=CC=C2)C1=O (benzhydryl 7-formamido-3-ethynyl-3-cephem-4-carboxylate), C(C)(C)OC(C)C (diisopropyl ether), P(=O)(Cl)(Cl)Cl (phosphorus oxychloride), resultant mixture. Solvent: CO (methanol), O1CCCC1 (tetrahydrofuran). The product is NC1[C@@H]2N(C(=C(CS2)C#C)C(=O)OC(C2=CC=CC=C2)C2=CC=CC=C2)C1=O (benzhydryl 7-amino-3-ethynyl-3-cephem-4-carboxylate). Yield: 72.5%. As a reaction SMILES: C([NH:3][CH:4]1[C:29](=[O:30])[N:6]2[C:7]([C:13]([O:15][CH:16]([C:23]3[CH:28]=[CH:27][CH:26]=[CH:25][CH:24]=3)[C:17]3[CH:22]=[CH:21][CH:20]=[CH:19][CH:18]=3)=[O:14])=[C:8]([C:11]#[CH:12])[CH2:9][S:10][C@H:5]12)=O.P(Cl)(Cl)(Cl)=O.C(OC(C)C)(C)C>CO.O1CCCC1>[NH2:3][CH:4]1[C:29](=[O:30])[N:6]2[C:7]([C:13]([O:15][CH:16]([C:17]3[CH:18]=[CH:19][CH:20]=[CH:21][CH:22]=3)[C:23]3[CH:28]=[CH:27][CH:26]=[CH:25][CH:24]=3)=[O:14])=[C:8]([C:11]#[CH:12])[CH2:9][S:10][C@H:5]12. Procedure details: To a solution of benzhydryl 7-formamido-3-ethynyl-3-cephem-4-carboxylate (3 g) in a mixture of methanol (30 ml) and tetrahydrofuran (15 ml) was added phosphorus oxychloride (2.75 g) under ice-cooling. After the resultant mixture was stirred at room temperature for 30 minutes, the reaction mixture was added to diisopropyl ether (300 ml), and the precipitates were collected by filtration. The precipitates were added to a mixture of water (50 ml) and ethyl acetate (50 ml) under stirring, and the mi... Starting materials: [N+](=O)([O-])C=1C=CC2=C([C@@H]3[C@H]([C@](O2)(C(OC)OC)C)O3)C1 ((2S,3R,4R)-6-nitro-2-methyl-2-dimethoxymethyl-3,4-epoxy-3,4-dihydro-2H-1-benzopyran), CC1=C(C=CC(=C1)Cl)NCC=1N=NN(N1)C (N-[(2-methyl-4-chlorophenyl)]-N-(2-methyl-2H-tetrazol-5-ylmethyl)amine). The product is [N+](=O)([O-])C=1C=CC2=C([C@@H]([C@H]([C@](O2)(C(OC)OC)C)O)N(CC=2N=NN(N2)C)C2=C(C=C(C=C2)Cl)C)C1 ((2S,3R,4S)-6-nitro-4-[N-(2-methyl-4-chlorophenyl)-N-(2-methyl-2H-tetrazol-5-ylmethyl)amino]-3-hydroxy-2-methyl-2-dimethoxymethyl-3,4-dihydro-2H-1-benzopyran). Yield: 28.0%. Procedure details: The same procedure as step 3 of example 1 was accomplished, except for using the epoxide compound (450 mg, 1.6 mmol) obtained in step 1 of example 2 and N-[(2-methyl-4-chlorophenyl)]-N-(2-methyl-2H-tetrazol-5-ylmethyl)amine. The crude product was purified by silica gel column chromatography (developing solvent-n-hexane:ethyl acetate=2:1), to give desired compound (235 mg, yield: 28%). RXN SMILES: [N+:1]([C:4]1[CH:5]=[CH:6][C:7]2[O:12][C@:11]([CH3:18])([CH:13]([O:16][CH3:17])[O:14][CH3:15])[C@@H:10]3[O:19][C@@H:9]3[C:8]=2[CH:20]=1)([O-:3])=[O:2].[CH3:21][C:22]1[CH:27]=[C:26]([Cl:28])[CH:25]=[CH:24][C:23]=1[NH:29][CH2:30][C:31]1[N:32]=[N:33][N:34]([CH3:36])[N:35]=1>>[N+:1]([C:4]1[CH:5]=[CH:6][C:7]2[O:12][C@:11]([CH3:18])([CH:13]([O:16][CH3:17])[O:14][CH3:15])[C@H:10]([OH:19])[C@@H:9]([N:29]([C:23]3[CH:24]=[CH:25][C:26]([Cl:28])=[CH:27][C:22]=3[CH3:21])[CH2:30][C:31]3[N:32]=[N:33][N:34]([CH3:36])[N:35]=3)[C:8]=2[CH:20]=1)([O-:3])=[O:2]. As a reaction SMILES: Br[C:2]1[CH:3]=[C:4]([CH:8]=[C:9]([S:11]([F:16])([F:15])([F:14])([F:13])[F:12])[CH:10]=1)[C:5]([OH:7])=[O:6].[CH3:17][C:18]([CH3:20])=[O:19].Cl>C1COCC1>[OH:19][C:18]([C:2]1[CH:3]=[C:4]([CH:8]=[C:9]([S:11]([F:16])([F:15])([F:14])([F:13])[F:12])[CH:10]=1)[C:5]([OH:7])=[O:6])([CH3:20])[CH3:17]. Reactants: solution, Cl (hydrochloric acid), BrC=1C=C(C(=O)O)C=C(C1)S(F)(F)(F)(F)F (3-Bromo-5-(pentafluoro-λ6-sulphanyl)benzoic acid), CC(=O)C (acetone). Run in C1CCOC1 (THF), C1CCOC1 (THF). Product: OC(C)(C)C=1C=C(C(=O)O)C=C(C1)S(F)(F)(F)(F)F (3-(2-Hydroxypropan-2-yl)-5-(pentafluoro-λ6-sulphanyl)benzoic acid). Reaction conditions: temperature 0 celsius, time 30 minute. Procedure details: Under argon, 7.6 g (23.3 mmol) of the compound of Example 15A were dissolved in 76 ml of THF, and a few granules of 4 Å molecular sieve were added. The mixture was then cooled to 0° C., and 53.7 ml (69.8 mmol) of a 1.3 M solution of 2-propylmagnesium chloride/lithium chloride complex in THF were slowly added dropwise. After the addition had ended, the reaction mixture was stirred at 0° C. for another 30 min. 2.6 ml (34.9 mmol) of anhydrous acetone were then added, and the reaction was stirred at... Reactants: NC1=CC=NC=C1 (4-amino-pyridine), O (water), N1=CC=CC=C1 (pyridine), C1=CC=CC=2C(C3=C(CCC21)C=CC=C3)C(=O)Cl (10,11-dihydro-5H-dibenzo[a,d]cyclohepten-5-ylcarbonyl chloride). The solvent is C1(=CC=CC=C1)C (toluene), C1(=CC=CC=C1)C (toluene). Run at time 4 hour. The product is C1=CC=CC=2C(C3=C(CCC21)C=CC=C3)CNC3=CC=NC=C3 (N-[(10,11-dihydro-5H-dibenzo[a,d]-cyclohepten-5-yl) methyl]-4-pyridinamine). Yield: 109.4%. As a reaction SMILES: [NH2:1][C:2]1[CH:7]=[CH:6][N:5]=[CH:4][CH:3]=1.N1C=CC=CC=1.[CH:14]1[C:24]2[CH2:23][CH2:22][C:21]3[CH:25]=[CH:26][CH:27]=[CH:28][C:20]=3[CH:19]([C:29](Cl)=O)[C:18]=2[CH:17]=[CH:16][CH:15]=1.O>C1(C)C=CC=CC=1>[CH:14]1[C:24]2[CH2:23][CH2:22][C:21]3[CH:25]=[CH:26][CH:27]=[CH:28][C:20]=3[CH:19]([CH2:29][NH:1][C:2]3[CH:7]=[CH:6][N:5]=[CH:4][CH:3]=3)[C:18]=2[CH:17]=[CH:16][CH:15]=1. Reported procedure: A solution of 4.7 grams (50 millimoles) of 4-amino-pyridine in 50 cc. of dry pyridine was treated dropwise at room temperature with a solution of 6.6 grams of 10,11-dihydro-5H-dibenzo[a,d]cyclohepten-5-ylcarbonyl chloride (M. A. Davis, Stanley O. Winthrop, J. Steward, F. A. Sunahara and F. Herr, J. Medicin. Chem. 1963, 6, 251-5) in 50 cc of toluene. After the exothermic reaction subsided the mixture was stirred at room temperature for 4 hours and was then poured into 30 cc of water. 100 millilit... Reactants: O=C([O-])[O-], CCOC(C)=O, COc1cccc(OC)c1-c1ccccc1P(C1CCCCC1)C1CCCCC1, [Cl-], COC(=O)c1cncc(Cl)n1, [Cs+], [Cs+], [Li+], O=C(C=Cc1ccccc1)C=Cc1ccccc1, C1COCCO1, O=C(C=Cc1ccccc1)C=Cc1ccccc1, O=C(C=Cc1ccccc1)C=Cc1ccccc1, O, [Pd], [Pd], OB(O)c1ccco1. Product: COC(=O)c1cncc(-c2ccco2)n1. RXN SMILES: [C:22](=[O:23])([O-:24])[O-:25].[CH3:119][CH2:120][O:121][C:122](=[O:123])[CH3:124].[CH:28]1([P:29]([CH:30]2[CH2:31][CH2:32][CH2:33][CH2:34][CH2:35]2)[c:36]2[cH:37][cH:38][cH:39][cH:40][c:41]2-[c:42]2[c:43]([O:44][CH3:45])[cH:46][cH:47][cH:48][c:49]2[O:50][CH3:51])[CH2:52][CH2:53][CH2:54][CH2:55][CH2:56]1.[Cl-:21].[Cl:1][c:2]1[cH:3][n:4][cH:5][c:6]([C:8](=[O:9])[O:10][CH3:11])[n:7]1.[Cs+:26].[Cs+:27].[Li+:20].[O:101]=[C:102]([CH:103]=[CH:104][c:105]1[cH:106][cH:107][cH:108][cH:109][cH:110]1)[CH:111]=[CH:112][c:113]1[cH:114][cH:115][cH:116][cH:117][cH:118]1.[O:57]1[CH2:58][CH2:59][O:60][CH2:61][CH2:62]1.[O:65]=[C:66]([CH:67]=[CH:68][c:69]1[cH:70][cH:71][cH:72][cH:73][cH:74]1)[CH:75]=[CH:76][c:77]1[cH:78][cH:79][cH:80][cH:81][cH:82]1.[O:83]=[C:84]([CH:85]=[CH:86][c:87]1[cH:88][cH:89][cH:90][cH:91][cH:92]1)[CH:93]=[CH:94][c:95]1[cH:96][cH:97][cH:98][cH:99][cH:100]1.[OH2:125].[Pd:63].[Pd:64].[o:12]1[c:13]([B:17]([OH:18])[OH:19])[cH:14][cH:15][cH:16]1>>[c:2]1(-[c:13]2[o:12][cH:16][cH:15][cH:14]2)[cH:3][n:4][cH:5][c:6]([C:8](=[O:9])[O:10][CH3:11])[n:7]1. Reactants: FC(C1=CC=C(C(=O)NCC(=O)C2=CC=C(C(=O)OCC)C=C2)C=C1)(F)F (ethyl 4-[2-(4-trifluoromethylbenzoylamino)-1-oxoethyl]benzoate), COC=1C=CC(=CC1)P2(=S)SP(=S)(S2)C=3C=CC(=CC3)OC (Lawesson's reagent). Solvent: C=1(C(=CC=CC1)C)C (xylene). Run at temperature 145 celsius, time 2 hour. Product: FC(C1=CC=C(C=C1)C=1SC(=CN1)C1=CC=C(C(=O)OCC)C=C1)(F)F (ethyl 4-[2-(4-trifluoromethylphenyl)-5-thiazolyl]benzoate). Isolated yield 42.2%. As a reaction SMILES: [F:1][C:2]([F:27])([F:26])[C:3]1[CH:25]=[CH:24][C:6]([C:7]([NH:9][CH2:10][C:11]([C:13]2[CH:23]=[CH:22][C:16]([C:17]([O:19][CH2:20][CH3:21])=[O:18])=[CH:15][CH:14]=2)=O)=O)=[CH:5][CH:4]=1.COC1C=CC(P2(SP(C3C=CC(OC)=CC=3)(=S)S2)=[S:37])=CC=1>C1(C)C(C)=CC=CC=1>[F:1][C:2]([F:27])([F:26])[C:3]1[CH:25]=[CH:24][C:6]([C:7]2[S:37][C:11]([C:13]3[CH:23]=[CH:22][C:16]([C:17]([O:19][CH2:20][CH3:21])=[O:18])=[CH:15][CH:14]=3)=[CH:10][N:9]=2)=[CH:5][CH:4]=1. Reported procedure: A mixture of ethyl 4-[2-(4-trifluoromethylbenzoylamino)-1-oxoethyl]benzoate (900 mg), Lawesson's reagent (960 mg) and xylene (5 ml) was stirred at 140 t 145° C. for 2 hours. The reaction mixture was cooled, and precipitated crystals of ethyl 4-[2-(4-trifluoromethylphenyl)-5-thiazolyl]benzoate (378 mg, yield: 43%) were collected by filtration. The product was recrystallized from xylene-isopropyl ether to obtain pale yellow prisms. Melting point: 174 to 176° C.